From a dataset of the Open Reaction Database (ORD), a public repository of structured organic reaction records. describe an organic reaction: reactants, conditions, products, and yield The reactants are ClC1=NC(=CC(=C1[N+](=O)[O-])NC(CCOC)COC)C (2—Chloro-6-methyl-3-nitro-N-(1-methoxymethyl-3-methoxypropyl)pyridin-4-amine), C(C)(=O)O (acetic acid). The reagents and catalysts are [Fe] (Fe). The solvent is CO (methanol). Yields the product NC=1C(=NC(=CC1N[C@@H](CCOC)COC)C)Cl ((S)-3-amino-2-chloro-4-N-(1-methoxymethyl-3-methoxypropyl)-6-methyl-pyridin-4-amine). RXN SMILES: [Cl:1][C:2]1[C:7]([N+:8]([O-])=O)=[C:6]([NH:11][CH:12]([CH2:17][O:18][CH3:19])[CH2:13][CH2:14][O:15][CH3:16])[CH:5]=[C:4]([CH3:20])[N:3]=1.C(O)(=O)C>CO.[Fe]>[NH2:8][C:7]1[C:2]([Cl:1])=[N:3][C:4]([CH3:20])=[CH:5][C:6]=1[NH:11][C@H:12]([CH2:17][O:18][CH3:19])[CH2:13][CH2:14][O:15][CH3:16]. Reported procedure: 2—Chloro-6-methyl-3-nitro-N-(1-methoxymethyl-3-methoxypropyl)pyridin-4-amine (˜16.82 mmol) was heated at reflux with Fe powder (10 g) in methanol (120 mL) in the presence of glacial acetic acid (10 mL) for 2 h. Then the iron was filtered through celite, the celite was washed with methanol(80 mL) and the filtrate was stripped in vacuo. The residue was dissolved in 10% HCl (120 mL) and EtOAc was added (160 mL). The mixture was neutralized with solid NaHCO3 and the aqueous layer was extracted with ... Reactants: IC1=CC=C(C=C1)C(=O)N1CCOCC1 ((4-iodo-phenyl)-morpholin-4-yl-methanone), C[Si](C)(C)C#C (trimethylsilylacetylene), C(C)(C)NC(C)C (diisopropylamine). Reagents/catalysts: Cl[Pd]([P](C1=CC=CC=C1)(C2=CC=CC=C2)C3=CC=CC=C3)([P](C4=CC=CC=C4)(C5=CC=CC=C5)C6=CC=CC=C6)Cl (PdCl2(PPh3)2), [Cu]I (copper(i) iodide). Run in C1CCOC1 (THF). Run at temperature 57 celsius. The product is N1(CCOCC1)C(=O)C1=CC=C(C=C1)C#C[Si](C)(C)C (morpholin-4-yl-(4-trimethylsilanylethynyl-phenyl)-methanone). The yield is 99.8%. Reaction SMILES: I[C:2]1[CH:7]=[CH:6][C:5]([C:8]([N:10]2[CH2:15][CH2:14][O:13][CH2:12][CH2:11]2)=[O:9])=[CH:4][CH:3]=1.[CH3:16][Si:17]([C:20]#[CH:21])([CH3:19])[CH3:18].C(NC(C)C)(C)C>Cl[Pd](Cl)([P](C1C=CC=CC=1)(C1C=CC=CC=1)C1C=CC=CC=1)[P](C1C=CC=CC=1)(C1C=CC=CC=1)C1C=CC=CC=1.[Cu]I.C1COCC1>[N:10]1([C:8]([C:5]2[CH:6]=[CH:7][C:2]([C:21]#[C:20][Si:17]([CH3:19])([CH3:18])[CH3:16])=[CH:3][CH:4]=2)=[O:9])[CH2:15][CH2:14][O:13][CH2:12][CH2:11]1 |^1:31,50|. Procedure: To a mixture under Ar of (4-iodo-phenyl)-morpholin-4-yl-methanone (273 mg), trimethylsilylacetylene (169 mg), [PdCl2(PPh3)2] (30 mg) and copper(i) iodide (15 mg) is added a degassed mixture of THF (4.5 ml) and diisopropylamine (4.5 ml). After stirring over night at 57° C. and aqueous work up, the organic layer is dried over Na2SO4 and the solvent is evaporated. Flash chromatography (silica gel, CH2Cl2/MeOH/25% NH4OH 97:3:0.3) yields 247 mg of morpholin-4-yl-(4-trimethylsilanylethynyl-phenyl)-met...